Dataset: the Open Reaction Database (ORD), a public repository of structured organic reaction records. Task: describe an organic reaction: reactants, conditions, products, and yield Reactants: Cl.BrCCCCOC1CCNCC1 (4-(4-Brom-butoxy)-piperidine hydrogen chloride), ClC1=CC=C(C(=O)Cl)C=C1 (4-chloro-benzoylchloride), C(C)N(C(C)C)C(C)C (N-ethyldiisopropylamine). Solvent: CCOCC (Et2O), C(Cl)Cl (CH2Cl2). Reaction conditions: time 1 hour. Yields the product ClC1=CC=C(C=C1)C=O ((4-chloro-phenyl)-methanone). RXN SMILES: Cl.BrCCCCOC1CCNCC1.[Cl:14][C:15]1[CH:23]=[CH:22][C:18]([C:19](Cl)=[O:20])=[CH:17][CH:16]=1.C(N(C(C)C)C(C)C)C>C(Cl)Cl.CCOCC>[Cl:14][C:15]1[CH:23]=[CH:22][C:18]([CH:19]=[O:20])=[CH:17][CH:16]=1 |f:0.1|. Reported procedure: To a solution of 0.4 g (1.47 mmol) 4-(4-Brom-butoxy)-piperidine hydrogen chloride and 0.198 ml (1.54 mmol) 4-chloro-benzoylchloride in 5 ml of CH2Cl2 was added 1 ml (5.87 mmol) of N-ethyldiisopropylamine. The reaction-mixture was stirred for 1 h at RT, diluted with Et2O and then washed with 1N HCl and water. The crude product was purified by chromatography on silica gel with EtOAc/hexane 1:1, to yield 459 mg (84%) of clean 4-(4-Bromo-butoxy)-piperidin-1-yl)-(4-chloro-phenyl)-methanone, MS: 374 (...